This data is from the Open Reaction Database (ORD), a public repository of structured organic reaction records. The task is: describe an organic reaction: reactants, conditions, products, and yield The reactants are ClC=1N(C=C(N1)[N+](=O)[O-])C[C@]1(OC1)C ((R)-2-chloro-1-(2-methyloxiran-2-ylmethyl)-4-nitroimidazole), FC(C1=CC=C(COC2CCNCC2)C=C1)(F)F (4-(4-trifluoromethylbenzyloxy)piperidine), O (water). Run in CN(C)C=O (DMF). Product: ClC=1N(C=C(N1)[N+](=O)[O-])C[C@](CN1CCC(CC1)OCC1=CC=C(C=C1)C(F)(F)F)(O)C ((S)-1-(2-chloro-4-nitroimidazol-1-yl)-2-methyl-3-[4-(4-trifluoromethylbenzyloxy)piperidin-1-yl]propan-2-ol). Isolated yield 88.6%. RXN SMILES: [Cl:1][C:2]1[N:3]([CH2:10][C@:11]2([CH3:14])[CH2:13][O:12]2)[CH:4]=[C:5]([N+:7]([O-:9])=[O:8])[N:6]=1.[F:15][C:16]([F:32])([F:31])[C:17]1[CH:30]=[CH:29][C:20]([CH2:21][O:22][CH:23]2[CH2:28][CH2:27][NH:26][CH2:25][CH2:24]2)=[CH:19][CH:18]=1.O>CN(C=O)C>[Cl:1][C:2]1[N:3]([CH2:10][C@@:11]([CH3:14])([OH:12])[CH2:13][N:26]2[CH2:25][CH2:24][CH:23]([O:22][CH2:21][C:20]3[CH:29]=[CH:30][C:17]([C:16]([F:15])([F:31])[F:32])=[CH:18][CH:19]=3)[CH2:28][CH2:27]2)[CH:4]=[C:5]([N+:7]([O-:9])=[O:8])[N:6]=1. Procedure: (R)-2-Chloro-1-(2-methyloxiran-2-ylmethyl)-4-nitroimidazole prepared in Example 12 (700 mg, 3.22 mmol) and 4-(4-trifluoromethylbenzyloxy)piperidine (1.09 g, 4.86 mol) in DMF (10 ml) were stirred at 70-75° C. for 4 hours. The reaction mixture was allowed to return to room temperature, poured into water and extracted with ethyl acetate. The extract was washed with a saturated saline solution, dried over magnesium sulfate and then filtered. The filtrate was concentrated under reduced pressure, and ... The reactants are CCCCOC(C)(Cc1ccc(OCCC2CN(Cc3ccc(OC)cc3)C(=O)N2C)cc1)C(=O)OCC, CC[SiH](CC)CC, O=C(O)C(F)(F)F. Yields the product CCCCOC(C)(Cc1ccc(OCCC2CNC(=O)N2C)cc1)C(=O)OCC. RXN SMILES: [CH2:1]([CH3:2])[O:3][C:4]([C:5]([CH2:6][c:7]1[cH:8][cH:9][c:10]([O:13][CH2:14][CH2:15][CH:16]2[N:17]([CH3:31])[C:18](=[O:30])[N:19]([CH2:21][c:22]3[cH:23][cH:24][c:25]([O:26][CH3:27])[cH:28][cH:29]3)[CH2:20]2)[cH:11][cH:12]1)([CH3:32])[O:33][CH2:34][CH2:35][CH2:36][CH3:37])=[O:38].[CH2:39]([SiH:40]([CH2:41][CH3:42])[CH2:43][CH3:44])[CH3:45].[OH:46][C:47]([C:48]([F:49])([F:50])[F:51])=[O:52]>>[CH2:1]([CH3:2])[O:3][C:4]([C:5]([CH2:6][c:7]1[cH:8][cH:9][c:10]([O:13][CH2:14][CH2:15][CH:16]2[N:17]([CH3:31])[C:18](=[O:30])[NH:19][CH2:20]2)[cH:11][cH:12]1)([CH3:32])[O:33][CH2:34][CH2:35][CH2:36][CH3:37])=[O:38]. Starting materials: C12C(C(C(CC1)C2)=O)=O (bicyclo[2.2.1]heptane-2,3-dione), COP(OC)(=O)CC(=O)C1=C(C(=CC=C1)F)C(F)(F)F ([2-(3-Fluoro-2-trifluoromethyl-phenyl)-2-oxo-ethyl]-phosphonic acid dimethyl ester), O.NN (hydrazine monohydrate). Product: FC=1C(=C(C=CC1)C1=NN=C2C3CCC(C2=C1)C3)C(F)(F)F ((1SR,8RS)-5-(3-Fluoro-2-trifluoromethyl-phenyl)-3,4-diaza-tricyclo[6.2.1.02,7]undeca-2,4,6-triene). RXN SMILES: [CH:1]12[CH2:7][CH:4]([CH2:5][CH2:6]1)[C:3](=O)[C:2]2=O.COP([CH2:16][C:17]([C:19]1[CH:24]=[CH:23][CH:22]=[C:21]([F:25])[C:20]=1[C:26]([F:29])([F:28])[F:27])=O)(=O)OC.O.[NH2:31][NH2:32]>>[F:25][C:21]1[C:20]([C:26]([F:29])([F:28])[F:27])=[C:19]([C:17]2[CH:16]=[C:3]3[C:2]([CH:1]4[CH2:7][CH:4]3[CH2:5][CH2:6]4)=[N:32][N:31]=2)[CH:24]=[CH:23][CH:22]=1 |f:2.3|. Reported procedure: light-yellow gum. MS (EI): 308.1 (M+). Prepared from bicyclo[2.2.1]heptane-2,3-dione, [2-(3-Fluoro-2-trifluoromethyl-phenyl)-2-oxo-ethyl]-phosphonic acid dimethyl ester, hydrazine monohydrate. The reactants are C([O-])([O-])=O.[Na+].[Na+] (Sodium carbonate), N1(CCC=2C=NC=CC21)C2=C(C(=NC1=CC=CC=C21)I)F (4-(2,3-Dihydro-pyrrolo[3,2-c]pyridin-1-yl)-3-fluoro-2-iodo-quinoline), ClC1=CC=C(S1)B(O)O (5-chlorothiophene-2-boronic acid). The solvent is O1CCCC1 (tetrahydrofuran). Reaction conditions: temperature 80 celsius. The product is ClC1=CC=C(S1)C1=NC2=CC=CC=C2C(=C1F)N1CCC=2C=NC=CC21 (2-(5-Chloro-thiophen-2-yl)-4-(2,3-dihydro-pyrrolo[3,2-c]pyridin-1-yl)-3-fluoro-quinoline). Yield: 49.9%. As a reaction SMILES: [N:1]1([C:10]2[C:19]3[C:14](=[CH:15][CH:16]=[CH:17][CH:18]=3)[N:13]=[C:12](I)[C:11]=2[F:21])[C:9]2[CH:8]=[CH:7][N:6]=[CH:5][C:4]=2[CH2:3][CH2:2]1.C(=O)([O-])[O-].[Na+].[Na+].[Cl:28][C:29]1[S:33][C:32](B(O)O)=[CH:31][CH:30]=1>O1CCCC1>[Cl:28][C:29]1[S:33][C:32]([C:12]2[C:11]([F:21])=[C:10]([N:1]3[C:9]4[CH:8]=[CH:7][N:6]=[CH:5][C:4]=4[CH2:3][CH2:2]3)[C:19]3[C:14](=[CH:15][CH:16]=[CH:17][CH:18]=3)[N:13]=2)=[CH:31][CH:30]=1 |f:1.2.3|. Procedure: 4-(2,3-Dihydro-pyrrolo[3,2-c]pyridin-1-yl)-3-fluoro-2-iodo-quinoline from step B (0.025 g, 0.063 mmol) was dissolved in tetrahydrofuran (5 ml) in a 25 ml round bottomed flask equipped with a magnetic stirrer. Sodium carbonate (0.06 g, 0.1 mmol) was added followed by 5-chlorothiophene-2-boronic acid (0.019 g, 0.08 mmol) and the mixture was degassed for 5 mins. Tetrakis(triphenylphosphine)-palladium(0) (5 mg, 5 mol %) was added followed by 0.5 ml water and the reaction mixture was heated to 80° C.... Reactants: FC(C(CC[C@@H]1[C@H](C(C[C@H]1OC1OCCCC1)=O)CCCCCCC(=O)OCC1=CC=CC=C1)=O)(CCCC)F (benzyl 7-[(1R,2R,3R)-2-(4,4-difluoro-3-oxooctyl)-5-oxo-3-(2-tetrahydropyranyloxy) cyclopentyl]heptanoate). Solvent: O1CCCC1 (tetrahydrofuran), C(C)(=O)O (acetic acid), O (water). Reaction conditions: temperature 40 celsius, time 4 hour. The product is FC(CCCC)(F)[C@]1(CC[C@H]2[C@H](O1)CC([C@@H]2CCCCCCC(=O)OCC2=CC=CC=C2)=O)O (benzyl 7-[(2R,4aR,5R,7aR)-2-(1,1-difluoropentyl)-2-hydroxy-6-oxooctahydrocyclopenta[b]pyran-5-yl]heptanate). Yield: 75.8%. RXN SMILES: [F:1][C:2]([F:40])([CH2:36][CH2:37][CH2:38][CH3:39])[C:3](=[O:35])[CH2:4][CH2:5][C@H:6]1[C@H:10]([O:11]C2CCCCO2)[CH2:9][C:8](=[O:18])[C@@H:7]1[CH2:19][CH2:20][CH2:21][CH2:22][CH2:23][CH2:24][C:25]([O:27][CH2:28][C:29]1[CH:34]=[CH:33][CH:32]=[CH:31][CH:30]=1)=[O:26]>O1CCCC1.C(O)(=O)C.O>[F:1][C:2]([C@:3]1([OH:35])[O:11][C@@H:10]2[CH2:9][C:8](=[O:18])[C@H:7]([CH2:19][CH2:20][CH2:21][CH2:22][CH2:23][CH2:24][C:25]([O:27][CH2:28][C:29]3[CH:34]=[CH:33][CH:32]=[CH:31][CH:30]=3)=[O:26])[C@H:6]2[CH2:5][CH2:4]1)([F:40])[CH2:36][CH2:37][CH2:38][CH3:39]. Procedure: To a solution of benzyl 7-[(1R,2R,3R)-2-(4,4-difluoro-3-oxooctyl)-5-oxo-3-(2-tetrahydropyranyloxy) cyclopentyl]heptanoate (1) (39.84 g, 70.54 mmol) in tetrahydrofuran (40 ml), acetic acid (260 ml) and water (140 ml) were added. The mixture was stirred at about 40° C. for 4 hours. The reaction was concentrated under reduced pressure and the residue was purified by silica gel column chromatography (Fuji Silysia BW-300 1600 g, ethyl acetate:hexane=1:3). Fractions containing impurities were purified... The reactants are C(=NC1CCCCC1)=NC1CCCCC1, CCN(CC)C(=O)C(c1ccccc1)N1CCN(c2ccc(N)cc2F)CC1, O=C(O)C1CCOC1. The product is CCN(CC)C(=O)C(c1ccccc1)N1CCN(c2ccc(NC(=O)C3CCOC3)cc2F)CC1. Reaction SMILES: [CH:29]1([N:30]=[C:31]=[N:32][CH:33]2[CH2:34][CH2:35][CH2:36][CH2:37][CH2:38]2)[CH2:39][CH2:40][CH2:41][CH2:42][CH2:43]1.[NH2:1][c:2]1[cH:3][c:4]([F:28])[c:5]([N:8]2[CH2:9][CH2:10][N:11]([CH:14]([C:15](=[O:16])[N:17]([CH2:18][CH3:19])[CH2:20][CH3:21])[c:22]3[cH:23][cH:24][cH:25][cH:26][cH:27]3)[CH2:12][CH2:13]2)[cH:6][cH:7]1.[O:44]1[CH2:45][CH:46]([C:49](=[O:50])[OH:51])[CH2:47][CH2:48]1>>[NH:1]([c:2]1[cH:3][c:4]([F:28])[c:5]([N:8]2[CH2:9][CH2:10][N:11]([CH:14]([C:15](=[O:16])[N:17]([CH2:18][CH3:19])[CH2:20][CH3:21])[c:22]3[cH:23][cH:24][cH:25][cH:26][cH:27]3)[CH2:12][CH2:13]2)[cH:6][cH:7]1)[C:49]([CH:46]1[CH2:45][O:44][CH2:48][CH2:47]1)=[O:50]. Reactants: Cc1cccc(C(=O)CC2CCN(Cc3ccccc3)CC2)c1, ClC(Cl)Cl, CCOC(=O)Cl, [Na+], [Na+], O=C([O-])[O-], O. The product is CCOC(=O)N1CCC(CC(=O)c2cccc(C)c2)CC1. As a reaction SMILES: [CH3:1][c:2]1[cH:3][c:4]([C:8]([CH2:9][CH:10]2[CH2:11][CH2:12][N:13]([CH2:16][c:17]3[cH:18][cH:19][cH:20][cH:21][cH:22]3)[CH2:14][CH2:15]2)=[O:23])[cH:5][cH:6][cH:7]1.[Cl:30][CH:31]([Cl:32])[Cl:33].[Cl:34][C:35](=[O:36])[O:37][CH2:38][CH3:39].[Na+:24].[Na+:25].[O-:26][C:27](=[O:28])[O-:29].[OH2:40]>>[CH3:1][c:2]1[cH:3][c:4]([C:8]([CH2:9][CH:10]2[CH2:11][CH2:12][N:13]([C:35](=[O:36])[O:37][CH2:38][CH3:39])[CH2:14][CH2:15]2)=[O:23])[cH:5][cH:6][cH:7]1.